This data is from the Open Reaction Database (ORD), a public repository of structured organic reaction records. The task is: describe an organic reaction: reactants, conditions, products, and yield Reactants: Clc1cc(I)cnc1Cl, CC(C)(C)OC(=O)N1CCC2CNCC21. The product is CC(C)(C)OC(=O)N1CCC2CN(c3cnc(Cl)c(Cl)c3)CC21. Reaction SMILES: [Cl:16][c:17]1[n:18][cH:19][c:20]([I:24])[cH:21][c:22]1[Cl:23].[N:1]1([C:9](=[O:10])[O:11][C:12]([CH3:13])([CH3:14])[CH3:15])[CH:2]2[CH:3]([CH2:4][CH2:5]1)[CH2:6][NH:7][CH2:8]2>>[N:1]1([C:9](=[O:10])[O:11][C:12]([CH3:13])([CH3:14])[CH3:15])[CH:2]2[CH:3]([CH2:4][CH2:5]1)[CH2:6][N:7]([c:20]1[cH:19][n:18][c:17]([Cl:16])[c:22]([Cl:23])[cH:21]1)[CH2:8]2. Starting materials: FC(C1=C(N)C=CC=C1)(F)F (2-trifluoromethylaniline), [N+](=O)([O-])C1=CC=C(C(=O)O)C=C1 (4-nitrobenzoic acid). Product: [N+](=O)([O-])C1=CC=C(C(=O)NC2=C(C=CC=C2)C(F)(F)F)C=C1 (4-Nitro-N-(2-trifluoromethylphenyl)benzamide). The yield is 15.3%. As a reaction SMILES: [F:1][C:2]([F:11])([F:10])[C:3]1[CH:9]=[CH:8][CH:7]=[CH:6][C:4]=1[NH2:5].[N+:12]([C:15]1[CH:23]=[CH:22][C:18]([C:19](O)=[O:20])=[CH:17][CH:16]=1)([O-:14])=[O:13]>>[N+:12]([C:15]1[CH:16]=[CH:17][C:18]([C:19]([NH:5][C:4]2[CH:6]=[CH:7][CH:8]=[CH:9][C:3]=2[C:2]([F:10])([F:11])[F:1])=[O:20])=[CH:22][CH:23]=1)([O-:14])=[O:13]. Procedure: Using 2-trifluoromethylaniline (1.77 g, 11.0 mmol) and 4-nitrobenzoic acid (1.67 g, 10.0 mmol), the procedure of Reference Example 16 was repeated to obtain 474 mg (15.3%) the title compound in the form of colorless powder.